Dataset: the Open Reaction Database (ORD), a public repository of structured organic reaction records. Task: describe an organic reaction: reactants, conditions, products, and yield Reported procedure: A mixture of 18.7 g (0.385 mol) of 70 percent hydrogen peroxide and 400 ml of methylene chloride, stirred under argon and cooled to about 0°, is treated with 49.0 g (0.5 mol) of maleic acid anhydride. The mixture is stirred at 0° for 5 minutes and subsequently treated dropwise over a period of 15 minutes with a solution of 13.0 g (0.05 mol) of dimethyl 6-chloro-2,4-pyrimidinedicarbamate in 1500 ml of methylene chloride in such a manner that the temperature does not exceed 2°. The cooling bath is... Starting materials: OO (hydrogen peroxide), C1(\C=C/C(=O)O1)=O (maleic acid anhydride), ClC1=CC(=NC(=N1)NC(=O)OC)NC(=O)OC (dimethyl 6-chloro-2,4-pyrimidinedicarbamate). Solvent: C1=CC=CC=C1 (benzene), C(Cl)Cl (methylene chloride), C(Cl)Cl (methylene chloride). Reaction SMILES: OO.C1(=O)OC(=[O:7])C=C1.[Cl:10][C:11]1[N:16]=[C:15]([NH:17][C:18]([O:20][CH3:21])=[O:19])[N:14]=[C:13]([NH:22][C:23]([O:25][CH3:26])=[O:24])[CH:12]=1>C(Cl)Cl.C1C=CC=CC=1>[Cl:10][C:11]1[N:16]=[C:15]([NH:17][C:18]([O:20][CH3:21])=[O:19])[N+:14]([O-:7])=[C:13]([NH:22][C:23]([O:25][CH3:26])=[O:24])[CH:12]=1. Product: ClC1=CC(=[N+](C(=N1)NC(=O)OC)[O-])NC(=O)OC (dimethyl 6-chloro-2,4-pyrimidinedicarbamate 3-oxide).